From a dataset of the Open Reaction Database (ORD), a public repository of structured organic reaction records. describe an organic reaction: reactants, conditions, products, and yield RXN SMILES: [CH3:1][c:2]1[cH:3][c:4]([CH2:5][S:6][c:7]2[cH:8][cH:9][c:10]([N+:13]([O-:14])=[O:15])[cH:11][cH:12]2)[cH:16][c:17]([CH3:19])[cH:18]1.[CH3:21][CH2:22][OH:23].[Fe:24].[OH2:20]>>[CH3:1][c:2]1[cH:3][c:4]([CH2:5][S:6][c:7]2[cH:8][cH:9][c:10]([NH2:13])[cH:11][cH:12]2)[cH:16][c:17]([CH3:19])[cH:18]1. Starting materials: Cc1cc(C)cc(CSc2ccc([N+](=O)[O-])cc2)c1, CCO, [Fe], O. The product is Cc1cc(C)cc(CSc2ccc(N)cc2)c1. The reactants are C(C)(=O)Cl (acetyl chloride), C(N)(=O)CC(CN1N=CN=C1)(O)C1=C(C=C(C=C1)Cl)Cl (3-carbamoyl-2-(2,4-dichlorophenyl)-1-(1H-1,2,4-triazol-1-yl)propan-2-ol), N1=CC=CC=C1 (pyridine). Solvent: C(C)#N (acetonitrile), C(C)#N (acetonitrile). Reaction conditions: time 18 hour. Yields the product O.C(C)(=O)NC(=O)CC(CN1N=CN=C1)(O)C1=C(C=C(C=C1)Cl)Cl.C(C)(=O)NC(=O)CC(CN1N=CN=C1)(O)C1=C(C=C(C=C1)Cl)Cl (3-(N-Acetylcarbamoyl)-2-(2,4-dichlorophenyl)-1-(1H-1,2,4-triazol-1-yl)propan-2-ol hemihydrate). The yield is 18.3%. RXN SMILES: [C:1](Cl)(=[O:3])[CH3:2].[C:5]([CH2:8][C:9]([C:17]1[CH:22]=[CH:21][C:20]([Cl:23])=[CH:19][C:18]=1[Cl:24])([OH:16])[CH2:10][N:11]1[CH:15]=[N:14][CH:13]=[N:12]1)(=[O:7])[NH2:6].N1C=CC=CC=1>C(#N)C>[OH2:3].[C:1]([NH:6][C:5]([CH2:8][C:9]([C:17]1[CH:22]=[CH:21][C:20]([Cl:23])=[CH:19][C:18]=1[Cl:24])([OH:16])[CH2:10][N:11]1[CH:15]=[N:14][CH:13]=[N:12]1)=[O:7])(=[O:3])[CH3:2].[C:1]([NH:6][C:5]([CH2:8][C:9]([C:17]1[CH:22]=[CH:21][C:20]([Cl:23])=[CH:19][C:18]=1[Cl:24])([OH:16])[CH2:10][N:11]1[CH:15]=[N:14][CH:13]=[N:12]1)=[O:7])(=[O:3])[CH3:2] |f:4.5.6|. Procedure: A solution of acetyl chloride (0.12 g, 1.5 mmole) in dry acetonitrile (2 ml) was added dropwise to a stirred solution of 3-carbamoyl-2-(2,4-dichlorophenyl)-1-(1H-1,2,4-triazol-1-yl)propan-2-ol (0.314 g., 1 mmole) and pyridine (0.12 g., 1.5 mmole) in dry acetonitrile (2 ml) at -20° C. The solution was allowed to warm to room temperature and was stirred at room temperature for a further 18 hours. The solvent was then removed under reduced pressure and the residue was partitioned between water (10 ...